From a dataset of the Open Reaction Database (ORD), a public repository of structured organic reaction records. describe an organic reaction: reactants, conditions, products, and yield Isolated yield 43.0%. Procedure details: To stirring acetamide (292 mg, 4.95 mmol) at 100° C. was added boron trifluoride etherate (16.0 μl, 0.130 mmol). The temperature was raised to 140° C. and a solution of 2-(4′-methyl-[1,1′-biphenyl]-4-yl)-2-oxoethyl 4-((N-(2-(tert-butoxy)-2-oxoethyl)-4-(2-(4-methoxy-2-(trifluoromethyl)phenyl)acetamido)benzamido)methyl)benzoate INT-38 (100 mg, 0.124 mmol) in DCM (1 mL) was added drop wise under a stream of N2. After 1 h, the reaction mixture was allowed to cool to room temperature and acetonitrile... The reactants are C(C)(=O)N (acetamide), N#N (N2), B(F)(F)F.CCOCC (boron trifluoride etherate), C(C)(C)(C)OC(CN(C(C1=CC=C(C=C1)NC(CC1=C(C=C(C=C1)OC)C(F)(F)F)=O)=O)CC1=CC=C(C(=O)OCC(=O)C2=CC=C(C=C2)C2=CC=C(C=C2)C)C=C1)=O (2-(4′-methyl-[1,1′-biphenyl]-4-yl)-2-oxoethyl 4-((N-(2-(tert-butoxy)-2-oxoethyl)-4-(2-(4-methoxy-2-(trifluoromethyl)phenyl)acetamido)benzamido)methyl)benzoate). Run at temperature 140 celsius, time 1 hour. RXN SMILES: C([NH2:4])(=O)C.B(F)(F)F.CCOCC.C([O:18][C:19](=[O:72])[CH2:20][N:21]([CH2:46][C:47]1[CH:71]=[CH:70][C:50]([C:51]([O:53][CH2:54][C:55]([C:57]2[CH:62]=[CH:61][C:60]([C:63]3[CH:68]=[CH:67][C:66]([CH3:69])=[CH:65][CH:64]=3)=[CH:59][CH:58]=2)=O)=O)=[CH:49][CH:48]=1)[C:22](=[O:45])[C:23]1[CH:28]=[CH:27][C:26]([NH:29][C:30](=[O:44])[CH2:31][C:32]2[CH:37]=[CH:36][C:35]([O:38][CH3:39])=[CH:34][C:33]=2[C:40]([F:43])([F:42])[F:41])=[CH:25][CH:24]=1)(C)(C)C.N#N>C(Cl)Cl.C(#N)C>[CH3:39][O:38][C:35]1[CH:36]=[CH:37][C:32]([CH2:31][C:30]([NH:29][C:26]2[CH:27]=[CH:28][C:23]([C:22]([N:21]([CH2:20][C:19]([OH:18])=[O:72])[CH2:46][C:47]3[CH:48]=[CH:49][C:50]([C:51]4[O:53][CH:54]=[C:55]([C:57]5[CH:58]=[CH:59][C:60]([C:63]6[CH:64]=[CH:65][C:66]([CH3:69])=[CH:67][CH:68]=6)=[CH:61][CH:62]=5)[N:4]=4)=[CH:70][CH:71]=3)=[O:45])=[CH:24][CH:25]=2)=[O:44])=[C:33]([C:40]([F:42])([F:43])[F:41])[CH:34]=1 |f:1.2|. The product is COC1=CC(=C(C=C1)CC(=O)NC1=CC=C(C(=O)N(CC2=CC=C(C=C2)C=2OC=C(N2)C2=CC=C(C=C2)C2=CC=C(C=C2)C)CC(=O)O)C=C1)C(F)(F)F (2-(4-(2-(4-methoxy-2-(trifluoromethyl)phenyl)acetamido)-N-(4-(4-(4′-methyl-[1,1′-biphenyl]-4-yl)oxazol-2-yl)benzyl)benzamido)acetic acid). The solvent is C(Cl)Cl (DCM), C(C)#N (acetonitrile). Reactants: ClC1=CC=C(N=N1)N1N=C(N=C1)O (1-(6-chloro-3-pyridazinyl)-1H-1,2,4-triazol-3-ol), P(OCC)(OCC)(Cl)=S (O,O-diethyl phosphorochloridothioate), C([O-])([O-])=O.[K+].[K+] (potassium carbonate), mercuric chloride. Solvent: C(C)#N (acetonitrile). Reaction conditions: temperature 70 celsius. The product is P(OCC)(OCC)(OC1=NN(C=N1)C=1N=NC(=CC1)Cl)=S (O,O-Diethyl O-(1-(6-chloro-3-pyridazinyl)-1H-1,2,4-triazol-3-yl) phosphorothioate). Isolated yield 38.5%. RXN SMILES: [Cl:1][C:2]1[N:7]=[N:6][C:5]([N:8]2[CH:12]=[N:11][C:10]([OH:13])=[N:9]2)=[CH:4][CH:3]=1.C(=O)([O-])[O-].[K+].[K+].[P:20](=[S:28])(Cl)([O:24][CH2:25][CH3:26])[O:21][CH2:22][CH3:23]>C(#N)C>[P:20](=[S:28])([O:13][C:10]1[N:11]=[CH:12][N:8]([C:5]2[N:6]=[N:7][C:2]([Cl:1])=[CH:3][CH:4]=2)[N:9]=1)([O:24][CH2:25][CH3:26])[O:21][CH2:22][CH3:23] |f:1.2.3|. Reported procedure: Into a 500-ml three-necked flask equipped with a stirrer and reflux condenser were placed 6.5 g (0.033 m) of 1-(6-chloro-3-pyridazinyl)-1H-1,2,4-triazol-3-ol, 5 g (0.033 m) of potassium carbonate, 0.5 g of mercuric chloride and 100 mls of acetonitrile. The mixture was stirred and heated to 70° C. for one hour and cooled. To this mixture was added 5.6 g (0.03 m) of O,O-diethyl phosphorochloridothioate and the mixture was heated at 60° C. for 6 hours and cooled. The insolubles which formed were re... The reactants are CC(C)(C)O, Cc1cc(C#N)ccc1C(=O)O, [K+], [OH-]. Product: Cc1cc(C(N)=O)ccc1C(=O)O. Reaction SMILES: [C:15]([OH:16])([CH3:17])([CH3:18])[CH3:19].[C:1](#[N:2])[c:3]1[cH:4][c:5]([CH3:12])[c:6]([C:7](=[O:8])[OH:9])[cH:10][cH:11]1.[K+:14].[OH-:13]>>[C:1]([NH2:2])([c:3]1[cH:4][c:5]([CH3:12])[c:6]([C:7](=[O:8])[OH:9])[cH:10][cH:11]1)=[O:13]. Reactants: C(=O)N (formamide), C(=O)NC(C)C1(CCC1)C1=CC(=C(C=C1)Cl)Cl (N-formyl-1-[1-(3,4-dichlorophenyl)cyclobutyl]ethylamine). Run in industrial methylated spirit. The product is Cl (hydrochloric acid), hydrochloride salt, ClC=1C=C(C=CC1Cl)C1(CCC1)C(C)N (1-[1-(3,4-dichlorophenyl)cyclobutyl]ethylamine). RXN SMILES: C([NH:3][CH:4]([C:6]1([C:10]2[CH:15]=[CH:14][C:13]([Cl:16])=[C:12]([Cl:17])[CH:11]=2)[CH2:9][CH2:8][CH2:7]1)[CH3:5])=O.C(N)=O>>[ClH:16].[Cl:17][C:12]1[CH:11]=[C:10]([C:6]2([CH:4]([NH2:3])[CH3:5])[CH2:9][CH2:8][CH2:7]2)[CH:15]=[CH:14][C:13]=1[Cl:16]. Procedure: The preparation of N-formyl-1-[1-(3,4-dichlorophenyl)cyclobutyl]ethylamine (m.p. 124°-125° C.) (Example 1(a) Formula I R1 =Me; R2 =H; R3 =H; R4 =CHO; R5 =4--Cl and R6 =3--Cl) described above was repeated and the product isolated by cooling the reaction mixture and collecting the solid produced by filtration. The formamide was then hydrolysed by concentrated hydrochloric acid in industrial methylated spirit to give the hydrochloride salt of 1-[1-(3,4-dichlorophenyl)cyclobutyl]ethylamine.